From a dataset of the Open Reaction Database (ORD), a public repository of structured organic reaction records. describe an organic reaction: reactants, conditions, products, and yield Starting materials: O1CCOC=2C=NC(=CC21)CN(C(OC(C)(C)C)=O)C2CCN(CC2)C(CN2C(CCC1=CC=C(N=C21)OC)=O)COCC2=CC=CC=C2 (1,1-dimethylethyl (2,3-dihydro[1,4]dioxino[2,3-c]pyridin-7-ylmethyl)[1-(2-[7-(methyloxy)-2-oxo-3,4-dihydro-1,8-naphthyridin-1(2H)-yl]-1-{[(phenylmethyl)oxy]methyl}ethyl)-4-piperidinyl]carbamate), [H][H] (hydrogen). Run in C(C)O (ethanol). Yields the product O1CCOC=2C=NC(=CC21)CN(C(OC(C)(C)C)=O)C2CCN(CC2)C(CO)CN2C(CCC1=CC=C(N=C21)OC)=O (1,1-Dimethylethyl (2,3-dihydro[1,4]dioxino[2,3-c]pyridin-7-ylmethyl)[1-(2-hydroxy-1-{[7-(methyloxy)-2-oxo-3,4-dihydro-1,8-naphthyridin-1(2H)-yl]methyl}ethyl)-4-piperidinyl]carbamate). The yield is 111.9%. As a reaction SMILES: [O:1]1[C:10]2[CH:9]=[C:8]([CH2:11][N:12]([CH:20]3[CH2:25][CH2:24][N:23]([CH:26]([CH2:41][O:42]CC4C=CC=CC=4)[CH2:27][N:28]4[C:37]5[C:32](=[CH:33][CH:34]=[C:35]([O:38][CH3:39])[N:36]=5)[CH2:31][CH2:30][C:29]4=[O:40])[CH2:22][CH2:21]3)[C:13](=[O:19])[O:14][C:15]([CH3:18])([CH3:17])[CH3:16])[N:7]=[CH:6][C:5]=2[O:4][CH2:3][CH2:2]1.[H][H]>C(O)C>[O:1]1[C:10]2[CH:9]=[C:8]([CH2:11][N:12]([CH:20]3[CH2:25][CH2:24][N:23]([CH:26]([CH2:27][N:28]4[C:37]5[C:32](=[CH:33][CH:34]=[C:35]([O:38][CH3:39])[N:36]=5)[CH2:31][CH2:30][C:29]4=[O:40])[CH2:41][OH:42])[CH2:22][CH2:21]3)[C:13](=[O:19])[O:14][C:15]([CH3:18])([CH3:17])[CH3:16])[N:7]=[CH:6][C:5]=2[O:4][CH2:3][CH2:2]1. Reported procedure: A solution of 1,1-dimethylethyl (2,3-dihydro[1,4]dioxino[2,3-c]pyridin-7-ylmethyl)[1-(2-[7-(methyloxy)-2-oxo-3,4-dihydro-1,8-naphthyridin-1(2H)-yl]-1-{[(phenylmethyl)oxy]methyl}ethyl)-4-piperidinyl]carbamate (167 mg, 0.248 mmol) in ethanol (20 ml) was hydrogenated at 1 atmosphere hydrogen pressure for approximately 9 days. The reaction was filtered through Celite and washed with ethanol. The combined filtrate and washings were evaporated under reduced pressure to afford the product (162 mg, 91%)... Reactants: NC=1C=C(C(=O)OC)C=CC1N (methyl 3,4-diaminobenzoate), ClC1=CC=C(C=C1)C1CC(=O)OC(C1)=O (3-(4-chlorophenyl)glutaric anhydride). Product: ClC1=CC=C(C=C1)C(CC(=O)O)CC=1NC2=C(N1)C=CC(=C2)C(=O)OC.Cl (3-(4-chlorophenyl)-4-(5-methoxycarbonyl-2-benzimidazolyl)-butanoic acid•HCl). As a reaction SMILES: [NH2:1][C:2]1[CH:3]=[C:4]([CH:9]=[CH:10][C:11]=1[NH2:12])[C:5]([O:7][CH3:8])=[O:6].[Cl:13][C:14]1[CH:19]=[CH:18][C:17]([CH:20]2[CH2:26][C:25](=O)[O:24][C:22](=[O:23])[CH2:21]2)=[CH:16][CH:15]=1>>[Cl:13][C:14]1[CH:15]=[CH:16][C:17]([CH:20]([CH2:26][C:25]2[NH:1][C:2]3[CH:3]=[C:4]([C:5]([O:7][CH3:8])=[O:6])[CH:9]=[CH:10][C:11]=3[N:12]=2)[CH2:21][C:22]([OH:24])=[O:23])=[CH:18][CH:19]=1.[ClH:13] |f:2.3|. Reported procedure: By a procedure similar to that of example 1.4, starting from methyl 3,4-diaminobenzoate and 3-(4-chlorophenyl)glutaric anhydride, 3-(4-chlorophenyl)-4-(5-methoxycarbonyl-2-benzimidazolyl)-butanoic acid•HCl was obtained as light tan solid, provided that cyclisation of the crude glutaramic acid was carried out in commercial 4M HCl in 1,4-dioxane at reflux for 0.5 h.